Dataset: the Open Reaction Database (ORD), a public repository of structured organic reaction records. Task: describe an organic reaction: reactants, conditions, products, and yield Reactants: C(C)OC(CCCOC1=C(C(=CC=C1)CCCCCCOC=1C=C(C=C(C1)S(=O)(=O)C(C)C)C1=CC=C(C=C1)F)CCC(=O)OCC)=O (4-[2-(2-ethoxycarbonyl-ethyl)-3-[6-(5-(propane-2-sulfonyl)-4′-fluoro-biphenyl-3-yloxy)-hexyl]-phenoxy]-butyric acid ethyl ester), [OH-].[Na+] (sodium hydroxide). Product: C(=O)(O)CCC1=C(OCCCC(=O)O)C=CC=C1CCCCCCOC=1C=C(C=C(C1)S(=O)(=O)C(C)C)C1=CC=C(C=C1)F (4-[2-(2-carboxy-ethyl)-3-[6-(5-(propane-2-sulfonyl)-4′-fluoro-biphenyl-3-yloxy)-hexyl]-phenoxy]-butyric acid). Isolated yield 48.3%. As a reaction SMILES: C([O:3][C:4](=[O:48])[CH2:5][CH2:6][CH2:7][O:8][C:9]1[CH:14]=[CH:13][CH:12]=[C:11]([CH2:15][CH2:16][CH2:17][CH2:18][CH2:19][CH2:20][O:21][C:22]2[CH:23]=[C:24]([C:34]3[CH:39]=[CH:38][C:37]([F:40])=[CH:36][CH:35]=3)[CH:25]=[C:26]([S:28]([CH:31]([CH3:33])[CH3:32])(=[O:30])=[O:29])[CH:27]=2)[C:10]=1[CH2:41][CH2:42][C:43]([O:45]CC)=[O:44])C.[OH-].[Na+]>>[C:43]([CH2:42][CH2:41][C:10]1[C:11]([CH2:15][CH2:16][CH2:17][CH2:18][CH2:19][CH2:20][O:21][C:22]2[CH:23]=[C:24]([C:34]3[CH:35]=[CH:36][C:37]([F:40])=[CH:38][CH:39]=3)[CH:25]=[C:26]([S:28]([CH:31]([CH3:33])[CH3:32])(=[O:29])=[O:30])[CH:27]=2)=[CH:12][CH:13]=[CH:14][C:9]=1[O:8][CH2:7][CH2:6][CH2:5][C:4]([OH:48])=[O:3])([OH:45])=[O:44] |f:1.2|. Procedure details: A similar procedure as described in Example 40, step 8 was used, starting from 4-[2-(2-ethoxycarbonyl-ethyl)-3-[6-(5-(propane-2-sulfonyl)-4′-fluoro-biphenyl-3-yloxy)-hexyl]-phenoxy]-butyric acid ethyl ester (180 mg, 0.26 mmol) and 1.0 N aqueous sodium hydroxide (2.6 mL) to afford 4-[2-(2-carboxy-ethyl)-3-[6-(5-(propane-2-sulfonyl)-4′-fluoro-biphenyl-3-yloxy)-hexyl]-phenoxy]-butyric acid (79 mg, 48%) as an amorphous white solid: ES(+)-HRMS m/e calcd for C34H41FO8S (M+Na)+ 651.2398, found 651.2395... Reactants: PdCl2(Ph3P)2, FC(C1=CC=C(C=C1)B(O)O)(F)F (4-trifluoromethylphenyl-boronic acid), C([O-])([O-])=O.[Na+].[Na+] (sodium carbonate), C1(=CC=CC=C1)S(=O)(=O)C1CC2(C(N(CC2)C)=O)NC1C1=NC(=CC(=C1)Br)C (7-(benzene-sulfonyl)-8-(4-bromo-6-methyl-2-pyridyl)-3-methyl-3,9-diazaspiro[4.4]nonan-4-one). The solvent is COCCOC (DME), O (water), O.CCOC(=O)C (water EtOAc). Run at temperature 120 celsius. Yields the product C1(=CC=CC=C1)S(=O)(=O)C1C(NC2(C1)C(N(CC2)C)=O)C2=NC(=CC(=C2)C2=CC=C(C=C2)C(F)(F)F)C (3-(Benzenesulfonyl)-7-methyl-2-[6-methyl-4-[4-(trifluoromethyl)phenyl]-2-pyridyl]-1,7-diazaspiro[4.4]nonan-6-one). Yield: 103.2%. As a reaction SMILES: [F:1][C:2]([F:13])([F:12])[C:3]1[CH:8]=[CH:7][C:6](B(O)O)=[CH:5][CH:4]=1.C(=O)([O-])[O-].[Na+].[Na+].[C:20]1([S:26]([CH:29]2[CH:39]([C:40]3[CH:45]=[C:44](Br)[CH:43]=[C:42]([CH3:47])[N:41]=3)[NH:38][C:31]3([CH2:35][CH2:34][N:33]([CH3:36])[C:32]3=[O:37])[CH2:30]2)(=[O:28])=[O:27])[CH:25]=[CH:24][CH:23]=[CH:22][CH:21]=1>COCCOC.O.O.CCOC(C)=O>[C:20]1([S:26]([CH:29]2[CH2:30][C:31]3([CH2:35][CH2:34][N:33]([CH3:36])[C:32]3=[O:37])[NH:38][CH:39]2[C:40]2[CH:45]=[C:44]([C:6]3[CH:7]=[CH:8][C:3]([C:2]([F:13])([F:12])[F:1])=[CH:4][CH:5]=3)[CH:43]=[C:42]([CH3:47])[N:41]=2)(=[O:28])=[O:27])[CH:21]=[CH:22][CH:23]=[CH:24][CH:25]=1 |f:1.2.3,7.8|. Procedure: PdCl2(Ph3P)2 (128.4 mg, 0.1800 mmol) was added to a degassed mixture of 4-trifluoromethylphenyl-boronic acid (365.03 mg, 1.92 mmol), sodium carbonate (582.01 mg, 5.49 mmol) and 7-(benzene-sulfonyl)-8-(4-bromo-6-methyl-2-pyridyl)-3-methyl-3,9-diazaspiro[4.4]nonan-4-one (which may be prepared as described in Description 12) (850 mg, 1.83 mmol) in DME (12 mL) and water (4 mL) under N2 in a microwave vial and the reaction was heated in the microwave at 120° C. for 1 hour. The mixture was diluted wit... The reactants are C(CC(=O)OCC)(=O)OCC (diethyl malonate), [H-].[Na+] (sodium hydride), BrCC=1N=C(C2=CC=CC=C2C1)C1=CC=CC=C1 (3-bromomethyl-1-phenylisoquinoline), O (Water). The solvent is O1CCCC1 (tetrahydrofuran), O1CCCC1 (tetrahydrofuran), O1CCCC1 (tetrahydrofuran). Conditions: time 1 hour. Product: C1(=CC=CC=C1)C1=NC(=CC2=CC=CC=C12)CCC(=O)O (1-Phenyl-3-isoquinolinepropanoic acid). The yield is 37.6%. RXN SMILES: [C:1]([O:9]CC)(=[O:8])[CH2:2][C:3](OCC)=O.[H-].[Na+].BrC[C:16]1[N:17]=[C:18]([C:26]2[CH:31]=[CH:30][CH:29]=[CH:28][CH:27]=2)[C:19]2[C:24]([CH:25]=1)=[CH:23][CH:22]=[CH:21][CH:20]=2.O>O1CCCC1>[C:26]1([C:18]2[C:19]3[C:24](=[CH:23][CH:22]=[CH:21][CH:20]=3)[CH:25]=[C:16]([CH2:3][CH2:2][C:1]([OH:9])=[O:8])[N:17]=2)[CH:27]=[CH:28][CH:29]=[CH:30][CH:31]=1 |f:1.2|. Procedure: A solution of diethyl malonate (17.9 g) in anhydrous tetrahydrofuran (100 cc) is added dropwise under nitrogen to sodium hydride (3.36 g, 80% strength in oil) and anhydrous tetrahydrofuran (80 cc). After 1 hour's stirring, a solution of 3-bromomethyl-1-phenylisoquinoline (8.3 g) in tetrahydrofuran (100 cc) is added dropwise, and the mixture is left with stirring at room temperature (approximately 20° C.) for 1 hour. Water (200 cc) is added and the aqueous phase extracted with ethyl acetate (3×20... The reactants are [OH-].[Na+] (sodium hydroxide), CN(CC(=C)C1(CCCC=2C=C(N=CC12)OC)O)C (N,N-dimethyl-N-(2-[5,6,7,8tetrahydro-8-hydroxy-3-methoxyisoquinol-8-yl]prop-2-en1-yl)amine), C1=CC=CC=C1 (benzene), P(=O)(Cl)(Cl)Cl (phosphorous oxychloride). The solvent is CCOCC (Ether), N1=CC=CC=C1 (pyridine), O (water). Yields the product CN(CC(=C)C1=CCCC=2C=C(N=CC12)OC)C (N,N-dimethyl-N-(2-[5,6dihydro-3-methoxyisoquinol-8-yl]prop-2-en-1-yl)amine). RXN SMILES: [CH3:1][N:2]([CH3:19])[CH2:3][C:4]([C:6]1(O)[C:15]2[CH:14]=[N:13][C:12]([O:16][CH3:17])=[CH:11][C:10]=2[CH2:9][CH2:8][CH2:7]1)=[CH2:5].C1C=CC=CC=1.P(Cl)(Cl)(Cl)=O.[OH-].[Na+]>CCOCC.O.N1C=CC=CC=1>[CH3:19][N:2]([CH3:1])[CH2:3][C:4]([C:6]1[C:15]2[CH:14]=[N:13][C:12]([O:16][CH3:17])=[CH:11][C:10]=2[CH2:9][CH2:8][CH:7]=1)=[CH2:5] |f:3.4|. Reported procedure: To 7.1 parts of N,N-dimethyl-N-(2-[5,6,7,8tetrahydro-8-hydroxy-3-methoxyisoquinol-8-yl]prop-2-en1-yl)amine in 31 parts of benzene and 34.5 parts of pyridine is added 4.5 parts of phosphorous oxychloride, dropwise and at room temperature. That solution is stirred at room temperature for several hours, then cooled in an ice bath. 25 Parts of water slowly is added followed by enough 5% aqueous sodium hydroxide solution to bring the pH of the solution to about 10. Ether is added and the organic and ... Reactants: ClS(=O)(=O)C1=C(C=CC=C1)C(=NOC)Cl (2-(Chlorosulfonyl)-N-methoxybenzenecarboximidoyl chloride), N (ammonia). Run in O1CCCC1 (tetrahydrofuran). Reaction conditions: temperature -30 celsius, time 15 minute. Yields the product NS(=O)(=O)C1=C(C=CC=C1)C(=NOC)Cl (2-(Aminosulfonyl)-N-methoxybenzenecarboximidoyl chloride). Reaction SMILES: Cl[S:2]([C:5]1[CH:10]=[CH:9][CH:8]=[CH:7][C:6]=1[C:11]([Cl:15])=[N:12][O:13][CH3:14])(=[O:4])=[O:3].[NH3:16]>O1CCCC1>[NH2:16][S:2]([C:5]1[CH:10]=[CH:9][CH:8]=[CH:7][C:6]=1[C:11]([Cl:15])=[N:12][O:13][CH3:14])(=[O:4])=[O:3]. Reported procedure: To a solution of the oil prepared in Example 3 in 100 ml of tetrahydrofuran, cooled at -30° C. with external cooling, was added dropwise 1.7 ml of ammonia. After stirring at -30° C. for about 15 minutes, the suspension was purged with N2 to remove excess ammonia, then evaporated at less than 30° C. under vacuum. After adding ice-water to the residue the suspension was extracted with methylene chloride, dried (MgSO4) and evaporated under vacuum. The residue was triturated with hexane to yield 2.5... Starting materials: C1CCOC1, CCOC(C)=O, CCN(C(C)C)C(C)C, CC(Cl)C(=O)Cl, Nc1cccc(-c2cnc3ccccc3n2)c1. Yields the product CC(Cl)C(=O)Nc1cccc(-c2cnc3ccccc3n2)c1. As a reaction SMILES: [CH2:33]1[O:34][CH2:35][CH2:36][CH2:37]1.[CH3:38][CH2:39][O:40][C:41](=[O:42])[CH3:43].[CH:18]([N:19]([CH:20]([CH3:21])[CH3:22])[CH2:23][CH3:24])([CH3:25])[CH3:26].[Cl:27][CH:28]([C:29](=[O:30])[Cl:31])[CH3:32].[n:1]1[c:2](-[c:11]2[cH:12][c:13]([NH2:17])[cH:14][cH:15][cH:16]2)[cH:3][n:4][c:5]2[cH:6][cH:7][cH:8][cH:9][c:10]12>>[n:1]1[c:2](-[c:11]2[cH:12][c:13]([NH:17][C:29]([CH:28]([Cl:27])[CH3:32])=[O:30])[cH:14][cH:15][cH:16]2)[cH:3][n:4][c:5]2[cH:6][cH:7][cH:8][cH:9][c:10]12.